The task is: describe an organic reaction: reactants, conditions, products, and yield. This data is from the Open Reaction Database (ORD), a public repository of structured organic reaction records. The reactants are O=C([O-])O, CO, CCn1c(=O)c(CCC(=O)O)c(-c2cccc(Cl)c2)c2ccc(C)nc21, [Na+], O=S(=O)(O)O. Reaction SMILES: [C:32](=[O:33])([OH:34])[O-:35].[CH3:37][OH:38].[Cl:1][c:2]1[cH:3][c:4](-[c:8]2[c:9]([CH2:22][CH2:23][C:24](=[O:25])[OH:26])[c:10](=[O:21])[n:11]([CH2:19][CH3:20])[c:12]3[n:13][c:14]([CH3:18])[cH:15][cH:16][c:17]23)[cH:5][cH:6][cH:7]1.[Na+:36].[S:27](=[O:28])(=[O:29])([OH:30])[OH:31]>>[Cl:1][c:2]1[cH:3][c:4](-[c:8]2[c:9]([CH2:22][CH2:23][CH2:24][OH:25])[c:10](=[O:21])[n:11]([CH2:19][CH3:20])[c:12]3[n:13][c:14]([CH3:18])[cH:15][cH:16][c:17]23)[cH:5][cH:6][cH:7]1. The product is CCn1c(=O)c(CCCO)c(-c2cccc(Cl)c2)c2ccc(C)nc21. Starting materials: CN1C(CC(CC1C)O)C (1,2,6-trimethyl-4-piperidinol), CN1C(CC(CC1C)O)C (1,2,6-trimethyl-4-piperidinol), S(=O)(Cl)Cl (thionylchloride). Solvent: O (water), C1=CC=CC=C1 (benzene). Conditions: temperature 70 celsius. Yields the product CN1C(CC(CC1C)Cl)C (1,2,6-trimethyl-4-chloropiperidine). As a reaction SMILES: [CH3:1][N:2]1[CH:7]([CH3:8])[CH2:6][CH:5](O)[CH2:4][CH:3]1[CH3:10].S(Cl)([Cl:13])=O>C1C=CC=CC=1.O>[CH3:1][N:2]1[CH:7]([CH3:8])[CH2:6][CH:5]([Cl:13])[CH2:4][CH:3]1[CH3:10]. Procedure details: The starting material, 1,2,6-trimethyl-4-piperidinol, may be prepared by the method disclosed in Archi Kem, Volume 27, pages 189-192 (1955). To a cooled (ice-bath) solution of 1,2,6-trimethyl-4-piperidinol (12.2 g, 85.3 mmol) in 120 mL of dry benzene is slowly add thionylchloride (17 mL, 233 mmole). The dark reaction mixture is warmed to 70° C. for 20 min. The reaction is cooled and then suspended in water followed by filtration. The filtrate is extracted once with diethylether. The aqueous laye... Starting materials: Nc1ccc2c(Cl)nnc(Cl)c2c1, FC(F)(F)c1cccc(CBr)c1, [K+], [K+], O=C([O-])[O-], CN(C)C=O. Yields the product FC(F)(F)c1cccc(CNc2ccc3c(Cl)nnc(Cl)c3c2)c1. As a reaction SMILES: [Cl:1][c:2]1[n:3][n:4][c:5]([Cl:13])[c:6]2[cH:7][c:8]([NH2:12])[cH:9][cH:10][c:11]12.[F:20][C:21]([c:22]1[cH:23][c:24]([CH2:25][Br:26])[cH:27][cH:28][cH:29]1)([F:30])[F:31].[K+:14].[K+:15].[O-:16][C:17]([O-:18])=[O:19].[O:32]=[CH:33][N:34]([CH3:35])[CH3:36]>>[Cl:1][c:2]1[n:3][n:4][c:5]([Cl:13])[c:6]2[cH:7][c:8]([NH:12][CH2:25][c:24]3[cH:23][c:22]([C:21]([F:20])([F:30])[F:31])[cH:29][cH:28][cH:27]3)[cH:9][cH:10][c:11]12.